This data is from the Open Reaction Database (ORD), a public repository of structured organic reaction records. The task is: describe an organic reaction: reactants, conditions, products, and yield Reactants: CC(C)C[Al+]CC(C)C, CO, Cc1ccccc1, [H-], Cc1cn(-c2cc(C#N)c(N)c(C(F)(F)F)c2)c(C)n1, C1CCOC1. Product: Cc1cn(-c2cc(C=O)c(N)c(C(F)(F)F)c2)c(C)n1. RXN SMILES: [CH2:22]([Al+:23][CH2:24][CH:25]([CH3:26])[CH3:27])[CH:28]([CH3:29])[CH3:30].[CH3:31][OH:32].[CH3:38][c:39]1[cH:40][cH:41][cH:42][cH:43][cH:44]1.[H-:21].[NH2:1][c:2]1[c:3]([C:19]#[N:20])[cH:4][c:5](-[n:12]2[c:13]([CH3:18])[n:14][c:15]([CH3:17])[cH:16]2)[cH:6][c:7]1[C:8]([F:9])([F:10])[F:11].[O:33]1[CH2:34][CH2:35][CH2:36][CH2:37]1>>[NH2:1][c:2]1[c:3]([CH:19]=[O:32])[cH:4][c:5](-[n:12]2[c:13]([CH3:18])[n:14][c:15]([CH3:17])[cH:16]2)[cH:6][c:7]1[C:8]([F:9])([F:10])[F:11]. Reactants: O (water), Cl (HCl), C(C1=CC=CC=C1)[C@@H]1N(CCN(C1)C1=C2C=CC(=NC2=C(C=C1)OC)C(F)(F)F)CC(=O)NOC1OCCCC1 (2-((S)-2-benzyl-4-(8-methoxy-2-(trifluoromethyl)quinolin-5-yl)piperazin-1-yl)-N-(tetrahydro-2H-pyran-2-yloxy)acetamide). Solvent: O1CCOCC1 (dioxane), CO (MeOH). Conditions: time 16 hour. The product is C(C1=CC=CC=C1)[C@@H]1N(CCN(C1)C1=C2C=CC(=NC2=C(C=C1)OC)C(F)(F)F)CC(=O)NO ((S)-2-(2-benzyl-4-(8-methoxy-2-(trifluoromethyl)quinolin-5-yl)piperazin-1-yl)-N-hydroxyacetamide). Yield: 99.0%. As a reaction SMILES: [CH2:1]([C@H:8]1[CH2:13][N:12]([C:14]2[CH:23]=[CH:22][C:21]([O:24][CH3:25])=[C:20]3[C:15]=2[CH:16]=[CH:17][C:18]([C:26]([F:29])([F:28])[F:27])=[N:19]3)[CH2:11][CH2:10][N:9]1[CH2:30][C:31]([NH:33][O:34]C1CCCCO1)=[O:32])[C:2]1[CH:7]=[CH:6][CH:5]=[CH:4][CH:3]=1.O.Cl>CO.O1CCOCC1>[CH2:1]([C@H:8]1[CH2:13][N:12]([C:14]2[CH:23]=[CH:22][C:21]([O:24][CH3:25])=[C:20]3[C:15]=2[CH:16]=[CH:17][C:18]([C:26]([F:28])([F:29])[F:27])=[N:19]3)[CH2:11][CH2:10][N:9]1[CH2:30][C:31]([NH:33][OH:34])=[O:32])[C:2]1[CH:3]=[CH:4][CH:5]=[CH:6][CH:7]=1. Reported procedure: The intermediate 2-((S)-2-benzyl-4-(8-methoxy-2-(trifluoromethyl)quinolin-5-yl)piperazin-1-yl)-N-(tetrahydro-2H-pyran-2-yloxy)acetamide (130 mg, 0.23 mmol) was dissolved in MeOH (5 mL) and water (1 mL) and treated with a 4 N HCl solution in dioxane (250 mL). The resulting mixture was allowed to stir for 16 h after which time the reaction was evaporated to a small volume and partitioned between EtOAc (20 mL) and water (10 mL). The solution was adjusted to pH ˜7 with a saturated aqueous NaHCO3 sol... Reactants: CC(=O)O, FC1(F)c2ccccc2Cc2ccccc2C1(F)F, O=[Cr](=O)=O, O=C(O)C(F)(F)F. Product: O=C1c2ccccc2C(F)(F)C(F)(F)c2ccccc21. RXN SMILES: [CH3:31][C:32](=[O:33])[OH:34].[F:1][C:2]1([F:19])[C:3]([F:17])([F:18])[c:4]2[c:5]([cH:13][cH:14][cH:15][cH:16]2)[CH2:6][c:7]2[c:8]1[cH:9][cH:10][cH:11][cH:12]2.[O:20]=[Cr:21](=[O:22])=[O:23].[OH:24][C:25]([C:26]([F:27])([F:28])[F:29])=[O:30]>>[F:1][C:2]1([F:19])[C:3]([F:17])([F:18])[c:4]2[c:5]([cH:13][cH:14][cH:15][cH:16]2)[C:6](=[O:20])[c:7]2[c:8]1[cH:9][cH:10][cH:11][cH:12]2.